Dataset: the Open Reaction Database (ORD), a public repository of structured organic reaction records. Task: describe an organic reaction: reactants, conditions, products, and yield The reactants are C(C1=CC=CC=C1)(=O)C=CC(=O)O (3-Benzoylacrylic acid), S(=O)(Cl)Cl (thionyl chloride). Run in C(Cl)Cl (methylene chloride). Yields the product C(C1=CC=CC=C1)(=O)C=CC(=O)Cl (3-benzoylacrylyl chloride). Reaction SMILES: [C:1]([CH:9]=[CH:10][C:11]([OH:13])=O)(=[O:8])[C:2]1[CH:7]=[CH:6][CH:5]=[CH:4][CH:3]=1.S(Cl)([Cl:16])=O>C(Cl)Cl>[C:1]([CH:9]=[CH:10][C:11]([Cl:16])=[O:13])(=[O:8])[C:2]1[CH:7]=[CH:6][CH:5]=[CH:4][CH:3]=1. Procedure: 3-Benzoylacrylic acid (3 g.) was refluxed for 2 hours with 100 ml. of methylene chloride and 10 ml. thionyl chloride. Concentration to dryness gave 3-benzoylacrylyl chloride. Methanol (15 ml.) was added and the resulting solution stirred for 0.5 hour. Ether (35 ml.) was added. The resulting organic mixture was washed in sequence with 15 ml. of water, 15 ml. of 1 N sodium hydroxide and twice with 15 ml. of water, concentrated to an oil, the oil triturated with 25 ml. of hot hexane, decanted from ... The reactants are C(CCCCCCCCCCCCC)OC1=CC=C(O1)C(=O)O (5-(tetradecyloxy)furan-2-carboxylic acid), CO (methanol). Yields the product C(CCCCCCCCCCCCC)OC1=CC=C(O1)C(=O)OC (methyl 5-(tetradecyloxy)furan-2-carboxylate). RXN SMILES: [CH2:1]([O:15][C:16]1[O:20][C:19]([C:21]([OH:23])=[O:22])=[CH:18][CH:17]=1)[CH2:2][CH2:3][CH2:4][CH2:5][CH2:6][CH2:7][CH2:8][CH2:9][CH2:10][CH2:11][CH2:12][CH2:13][CH3:14].[CH3:24]O>>[CH2:1]([O:15][C:16]1[O:20][C:19]([C:21]([O:23][CH3:24])=[O:22])=[CH:18][CH:17]=1)[CH2:2][CH2:3][CH2:4][CH2:5][CH2:6][CH2:7][CH2:8][CH2:9][CH2:10][CH2:11][CH2:12][CH2:13][CH3:14]. Procedure: The title compound was prepared as described in Example 1 starting from 0.228 g (0.7 mmol) of 5-(tetradecyloxy)furan-2-carboxylic acid and 0.083 mL (2.1 mmol) of methanol. MS (m/z, ES+): 339.34 (M+1, 100%). The product is CC(C)C(C(=O)O)N1Cc2c(F)c(Cl)c(Cl)c(F)c2C1. As a reaction SMILES: [CH3:37][CH2:38][OH:39].[F:1][c:2]1[c:3]2[c:7]([c:8]([F:13])[c:9]([Cl:12])[c:10]1[Cl:11])[CH2:6][N:5]([CH:14]([C:15](=[O:16])[O:17][CH2:18][c:19]1[cH:20][cH:21][cH:22][c:23]([O:24][c:25]3[cH:26][cH:27][cH:28][cH:29][cH:30]3)[cH:31]1)[CH:32]([CH3:33])[CH3:34])[CH2:4]2.[K+:36].[OH-:35].[OH2:40]>>[F:1][c:2]1[c:3]2[c:7]([c:8]([F:13])[c:9]([Cl:12])[c:10]1[Cl:11])[CH2:6][N:5]([CH:14]([C:15](=[O:16])[OH:17])[CH:32]([CH3:33])[CH3:34])[CH2:4]2. Reactants: CCO, CC(C)C(C(=O)OCc1cccc(Oc2ccccc2)c1)N1Cc2c(F)c(Cl)c(Cl)c(F)c2C1, [K+], [OH-], O. Reactants: CN(C)C=O, COCCl, NCCc1cccs1. Yields the product Cl, c1cc2c(s1)CCNC2. Reaction SMILES: [CH3:13][N:14]([CH3:15])[CH:16]=[O:17].[Cl:9][CH2:10][O:11][CH3:12].[s:1]1[c:2]([CH2:6][CH2:7][NH2:8])[cH:3][cH:4][cH:5]1>>[ClH:9].[s:1]1[c:2]2[c:3]([cH:4][cH:5]1)[CH2:10][NH:8][CH2:7][CH2:6]2. Starting materials: CCCCc1ccc(N=C=O)cc1, C1CCOC1, Clc1ccc2c(N3CCNCC3)ccnc2c1. The product is CCCCc1ccc(NC(=O)N2CCN(c3ccnc4cc(Cl)ccc34)CC2)cc1. Reaction SMILES: [CH2:18]([CH2:19][CH2:20][CH3:21])[c:22]1[cH:23][cH:24][c:25]([N:28]=[C:29]=[O:30])[cH:26][cH:27]1.[CH2:31]1[O:32][CH2:33][CH2:34][CH2:35]1.[Cl:1][c:2]1[cH:3][cH:4][c:5]2[c:6]([N:12]3[CH2:13][CH2:14][NH:15][CH2:16][CH2:17]3)[cH:7][cH:8][n:9][c:10]2[cH:11]1>>[Cl:1][c:2]1[cH:3][cH:4][c:5]2[c:6]([N:12]3[CH2:13][CH2:14][N:15]([C:29]([NH:28][c:25]4[cH:24][cH:23][c:22]([CH2:18][CH2:19][CH2:20][CH3:21])[cH:27][cH:26]4)=[O:30])[CH2:16][CH2:17]3)[cH:7][cH:8][n:9][c:10]2[cH:11]1. The reactants are C1=C(C=CC2=CC=CC=C12)S (2-naphthyl-mercaptan), BrCCCCOC=1C=C2CCC(NC2=CC1)=O (6-(4-bromo-butoxy)-3,4-dihydro-carbostyril). RXN SMILES: [CH:1]1[C:10]2[C:5](=[CH:6][CH:7]=[CH:8][CH:9]=2)[CH:4]=[CH:3][C:2]=1[SH:11].Br[CH2:13][CH2:14][CH2:15][CH2:16][O:17][C:18]1[CH:19]=[C:20]2[C:25](=[CH:26][CH:27]=1)[NH:24][C:23](=[O:28])[CH2:22][CH2:21]2>>[CH:1]1[C:10]2[C:5](=[CH:6][CH:7]=[CH:8][CH:9]=2)[CH:4]=[CH:3][C:2]=1[S:11][CH2:13][CH2:14][CH2:15][CH2:16][O:17][C:18]1[CH:19]=[C:20]2[C:25](=[CH:26][CH:27]=1)[NH:24][C:23](=[O:28])[CH2:22][CH2:21]2. Product: C1=C(C=CC2=CC=CC=C12)SCCCCOC=1C=C2CCC(NC2=CC1)=O (6-[4-(2-Naphthyl-mercapto)-butoxy]-3,4-dihydro-carbostyril). Procedure details: Prepared analogous to Example 1 from 2-naphthyl-mercaptan and 6-(4-bromo-butoxy)-3,4-dihydro-carbostyril.